Dataset: the Open Reaction Database (ORD), a public repository of structured organic reaction records. Task: describe an organic reaction: reactants, conditions, products, and yield Reactants: Brc1ccccc1, CCOC(C)=O, Nc1cccc(B(O)O)c1. Product: Nc1cccc(-c2ccccc2)c1. Reaction SMILES: [Br:1][c:2]1[cH:3][cH:4][cH:5][cH:6][cH:7]1.[CH3:18][CH2:19][O:20][C:21]([CH3:22])=[O:23].[NH2:8][c:9]1[cH:10][c:11]([B:15]([OH:16])[OH:17])[cH:12][cH:13][cH:14]1>>[c:2]1(-[c:11]2[cH:10][c:9]([NH2:8])[cH:14][cH:13][cH:12]2)[cH:3][cH:4][cH:5][cH:6][cH:7]1. Starting materials: CS(C)=O, C[S+](C)(C)=O, CC(=O)C=Cc1c(Cl)sc(Cl)c1Cl, [H-], [I-], [Na+]. Yields the product CC(=O)C1CC1c1c(Cl)sc(Cl)c1Cl. As a reaction SMILES: [CH3:22][S:23]([CH3:24])=[O:25].[CH3:4][S+:5]([CH3:6])([CH3:7])=[O:8].[Cl:9][c:10]1[s:11][c:12]([Cl:21])[c:13]([Cl:20])[c:14]1[CH:15]=[CH:16][C:17]([CH3:18])=[O:19].[H-:1].[I-:3].[Na+:2]>>[CH2:4]1[CH:15]([c:14]2[c:10]([Cl:9])[s:11][c:12]([Cl:21])[c:13]2[Cl:20])[CH:16]1[C:17]([CH3:18])=[O:19].